Dataset: the Open Reaction Database (ORD), a public repository of structured organic reaction records. Task: describe an organic reaction: reactants, conditions, products, and yield Starting materials: C(=O)(O)[O-].[Na+] (NaHCO3), BrC1=C(C(=C2NC(C(NC2=C1)=O)=O)[N+](=O)[O-])Cl (7-bromo-6-chloro-5-nitro-1,4-dihydro-2,3-quinoxalinedione), O.O.[Sn](Cl)Cl (tin (II) chloride dihydrate), ice. The solvent is C(C)O (ethanol). The product is NC1=C2NC(C(NC2=CC(=C1Cl)Br)=O)=O (5-Amino-7-bromo-6-chloro-1,4-dihydro-2,3-quinoxalinedione). Yield: 60.2%. As a reaction SMILES: [Br:1][C:2]1[CH:11]=[C:10]2[C:5]([NH:6][C:7](=[O:13])[C:8](=[O:12])[NH:9]2)=[C:4]([N+:14]([O-])=O)[C:3]=1[Cl:17].O.O.[Sn](Cl)Cl.C([O-])(O)=O.[Na+]>C(O)C>[NH2:14][C:4]1[C:3]([Cl:17])=[C:2]([Br:1])[CH:11]=[C:10]2[C:5]=1[NH:6][C:7](=[O:13])[C:8](=[O:12])[NH:9]2 |f:1.2.3,4.5|. Procedure details: A suspension of 7-bromo-6-chloro-5-nitro-1,4-dihydro-2,3-quinoxalinedione (50 mg, 0.16 mmol) and tin (II) chloride dihydrate (176 mg, 0.780 mmol, Aldrich, used as received) in ethanol (5 mL) was refluxed for 7 h. It was then cooled to r.t. and poured into ice (10 g). The suspension was then basified with 10% aq. NaHCO3 (25 mL) to pH 8-8.5 (pH paper) and extracted with ethyl acetate (50 mL). The ethyl acetate extract was washed with water and brine, dried over Na2SO4 and evaporated to give a soli... Reactants: II (iodine), C(C1=CC=CC=C1)OC(C(CCO)NC(=O)OC(C)(C)C)=O (2-tert-butoxycarbonylamino-4-hydroxy-butyric acid benzyl ester), C1(=CC=CC=C1)P(C1=CC=CC=C1)C1=CC=CC=C1 (triphenylphosphine), N1C=NC=C1 (imidazole), II (iodine). The solvent is C(Cl)Cl (CH2Cl2), C(Cl)Cl (CH2Cl2). Reaction conditions: time 1 hour. Yields the product C(C1=CC=CC=C1)OC(C(CCI)NC(=O)OC(C)(C)C)=O (2-tert-butoxycarbonylamino-4-iodo-butyric acid benzyl ester). The yield is 44.0%. As a reaction SMILES: C1(P(C2C=CC=CC=2)C2C=CC=CC=2)C=CC=CC=1.N1C=CN=C1.[I:25]I.[CH2:27]([O:34][C:35](=[O:48])[CH:36]([NH:40][C:41]([O:43][C:44]([CH3:47])([CH3:46])[CH3:45])=[O:42])[CH2:37][CH2:38]O)[C:28]1[CH:33]=[CH:32][CH:31]=[CH:30][CH:29]=1>C(Cl)Cl>[CH2:27]([O:34][C:35](=[O:48])[CH:36]([NH:40][C:41]([O:43][C:44]([CH3:47])([CH3:46])[CH3:45])=[O:42])[CH2:37][CH2:38][I:25])[C:28]1[CH:33]=[CH:32][CH:31]=[CH:30][CH:29]=1. Procedure: To a solution of triphenylphosphine (734 mg, 2.80 mmol) and imidazole (191 mg, 2.80 mmol) in CH2Cl2 (10 ml) at rt was added iodine (711 mg, 2.80 mmol) portionwise over 5 min. The mixture first turned yellow, then brown and developed precipitate. The mixture was stirred at rt until no pieces of iodine were visible (approx. 5 min.). A solution of alcohol from step (38b) (721 mg, 2.33 mmol) in CH2Cl2 (5 ml) was added and the resulting mixture was stirred at rt for 1 h. The reaction was filtered and...